From a dataset of the Open Reaction Database (ORD), a public repository of structured organic reaction records. describe an organic reaction: reactants, conditions, products, and yield Starting materials: OCCNC1=NC(=C2N=CN(C2=N1)CC)NC1=CC=C(C=C1)NC(=O)OCC1=CC=CC=C1 (2-(2-hydroxy-ethyl-amino)-6-(4-benzyloxycarbonylamino-phenyl-amino)-9-ethyl-9H-purine). Reagents/catalysts: [Pd] (Pd/C). Solvent: CO (methanol). The product is desired compound, NC1=CC=C(C=C1)NC1=C2N=CN(C2=NC(=N1)NCCO)CC (6-(4-amino-phenyl-amino)-9-ethyl-2-(2-hydroxy-ethyl-amino)-9H-purine). As a reaction SMILES: [OH:1][CH2:2][CH2:3][NH:4][C:5]1[N:13]=[C:12]2[C:8]([N:9]=[CH:10][N:11]2[CH2:14][CH3:15])=[C:7]([NH:16][C:17]2[CH:22]=[CH:21][C:20]([NH:23]C(OCC3C=CC=CC=3)=O)=[CH:19][CH:18]=2)[N:6]=1>CO.[Pd]>[NH2:23][C:20]1[CH:21]=[CH:22][C:17]([NH:16][C:7]2[N:6]=[C:5]([NH:4][CH2:3][CH2:2][OH:1])[N:13]=[C:12]3[C:8]=2[N:9]=[CH:10][N:11]3[CH2:14][CH3:15])=[CH:18][CH:19]=1. Reported procedure: 0.45 g (1 mmol) of 2-(2-hydroxy-ethyl-amino)-6-(4-benzyloxycarbonylamino-phenyl-amino)-9-ethyl-9H-purine (prepared according to Example 107) are hydrogenated with 0.1 g of 10% Pd/C in 8 ml of methanol at RT for 5 h. The catalyst is filtered off, the residue on the filter is rinsed with dioxane/water (95:5) and the solvent is removed in vacuo. The desired compound, 6-(4-amino-phenyl-amino)-9-ethyl-2-(2-hydroxy-ethyl-amino)-9H-purine, can be isolated in crystalline form by this procedure; m.p. 210... Reactants: ClC1=C(C=C(C=C1)OC1=CC=C(C=O)C=C1)C(F)(F)F (4-{[4-Chloro-3-(trifluoromethyl)phenyl]oxy}benzaldehyde), CN (methylamine), [BH4-].[Na+] (NaBH4). Reaction conditions: temperature 23 celsius, time 8 hour. The product is ClC1=C(C=C(C=C1)OC1=CC=C(C=C1)CNC)C(F)(F)F ([(4-{[4-Chloro-3-(trifluoromethyl)phenyl]oxy}phenyl)methyl]methylamine). As a reaction SMILES: [Cl:1][C:2]1[CH:7]=[CH:6][C:5]([O:8][C:9]2[CH:16]=[CH:15][C:12]([CH:13]=O)=[CH:11][CH:10]=2)=[CH:4][C:3]=1[C:17]([F:20])([F:19])[F:18].[CH3:21][NH2:22].[BH4-].[Na+]>>[Cl:1][C:2]1[CH:7]=[CH:6][C:5]([O:8][C:9]2[CH:16]=[CH:15][C:12]([CH2:13][NH:22][CH3:21])=[CH:11][CH:10]=2)=[CH:4][C:3]=1[C:17]([F:20])([F:19])[F:18] |f:2.3|. Reported procedure: 4-{[4-Chloro-3-(trifluoromethyl)phenyl]oxy}benzaldehyde (3 g, 9.98 mmol) was mixed with a methylamine (1.549 g, 49.9 mmol) alcohol solution. The reaction mixture was stirred at 23° C. overnight. NaBH4 (1.132 g, 29.9 mmol) was added and stirred for additional 2 h. Purification via an ISCO system then provided the title compound as a yellow solid. LCMS: rt=2.53 min, [M+H+]=316.1